From a dataset of the Open Reaction Database (ORD), a public repository of structured organic reaction records. describe an organic reaction: reactants, conditions, products, and yield Reactants: C[N+](C)(C)C, [Cl-], O=c1[nH]c2ccc(I)cc2[nH]1, O=P(Cl)(Cl)Cl. The product is Clc1nc2cc(I)ccc2[nH]1. RXN SMILES: [CH3:18][N+:19]([CH3:20])([CH3:21])[CH3:22].[Cl-:17].[I:1][c:2]1[cH:3][c:4]2[c:5]([nH:6][c:7](=[O:9])[nH:8]2)[cH:10][cH:11]1.[P:12]([Cl:13])([Cl:14])([Cl:15])=[O:16]>>[I:1][c:2]1[cH:3][c:4]2[c:5]([nH:6][c:7]([Cl:14])[n:8]2)[cH:10][cH:11]1. The reactants are C(#N)C1=CC(=C(C=C1)NS(O)(=O)=O)OC (N-(4-cyano-2-methoxyphenyl)-sulfamic acid), C([O-])([O-])=O.[Na+].[Na+] (sodium carbonate). The solvent is O (water). Yields the product [Na+].C(#N)C1=CC(=C(C=C1)NS([O-])(=O)=O)OC (N-(4-cyano-2-methoxyphenyl)-sulfamic acid sodium salt). RXN SMILES: [C:1]([C:3]1[CH:8]=[CH:7][C:6]([NH:9][S:10](=[O:13])(=[O:12])[OH:11])=[C:5]([O:14][CH3:15])[CH:4]=1)#[N:2].C(=O)([O-])[O-].[Na+:20].[Na+]>O>[Na+:20].[C:1]([C:3]1[CH:8]=[CH:7][C:6]([NH:9][S:10](=[O:11])(=[O:12])[O-:13])=[C:5]([O:14][CH3:15])[CH:4]=1)#[N:2] |f:1.2.3,5.6|. Procedure: To a soultion of N-(4-cyano-2-methoxyphenyl)-sulfamic acid (1 mmol) in water (1 mL) at 0° will be added sodium carbonate (1.5 mmol). The reaction is concentrated and the crude material may be purified by recrystalization to give N-(4-cyano-2-methoxyphenyl)-sulfamic acid sodium salt.